describe an organic reaction: reactants, conditions, products, and yield From a dataset of the Open Reaction Database (ORD), a public repository of structured organic reaction records. Starting materials: C(=O)C1=CC=2N(C=C1)C(=CN2)C=2C=C(C=CC2)C=2C(=CC=CC2)C#N (3′-(7-Formylimidazo[1,2-α]pyridin-3-yl)biphenyl-2-carbonitrile), [BH4-].[Na+] (sodium borohydride). The solvent is CO (methanol), C(Cl)(Cl)Cl (chloroform). The product is OCC1=CC=2N(C=C1)C(=CN2)C=2C=C(C=CC2)C=2C(=CC=CC2)C#N (3′-(7-Hydroxymethylimidazo[1,2-α]-pyridin3-yl)biphenyl-2-carbonitrile). Yield: 75.8%. Reaction SMILES: [CH:1]([C:3]1[CH:8]=[CH:7][N:6]2[C:9]([C:12]3[CH:13]=[C:14]([C:18]4[C:19]([C:24]#[N:25])=[CH:20][CH:21]=[CH:22][CH:23]=4)[CH:15]=[CH:16][CH:17]=3)=[CH:10][N:11]=[C:5]2[CH:4]=1)=[O:2].[BH4-].[Na+]>C(Cl)(Cl)Cl.CO>[OH:2][CH2:1][C:3]1[CH:8]=[CH:7][N:6]2[C:9]([C:12]3[CH:13]=[C:14]([C:18]4[C:19]([C:24]#[N:25])=[CH:20][CH:21]=[CH:22][CH:23]=4)[CH:15]=[CH:16][CH:17]=3)=[CH:10][N:11]=[C:5]2[CH:4]=1 |f:1.2|. Procedure details: 3′-(7-Formylimidazo[1,2-α]pyridin-3-yl)biphenyl-2-carbonitrile (140 mg, 0.43 mmol) was suspended in chloroform (4 ml) and methanol (7 ml), sodium borohydride (82 mg, 2.17 mmol) added portionwise over 5 min then the reaction was heated under reflux for 1.5 h. The mixture was evaporated to dryness, the residue diluted with water (40 ml) and extracted with chloroform (2×50 ml). The combined organics were washed with brine (40 ml), dried over anhydrous sodium sulfate and evaporated to dryness. Purif... The reactants are ClC1=NC=2N(N=C3C=CC(=CC23)F)C(=C1C1=CC=CC=C1)Cl (2,4-Dichloro-9-fluoro-3-phenylpyrimido[1,2-b]indazole), solution, CN (methylamine). Solvent: O1CCCC1 (tetrahydrofuran), CN(C=O)C (N,N-dimethylformamide). Conditions: temperature 100 celsius. Yields the product ClC1=NC=2N(N=C3C=CC(=CC23)F)C(=C1C1=CC=CC=C1)CN ((2-Chloro-9-fluoro-3-phenylpyrimido[1,2-b]indazol-4-yl)methylamine). Isolated yield 46.4%. As a reaction SMILES: [Cl:1][C:2]1[C:15]([C:16]2[CH:21]=[CH:20][CH:19]=[CH:18][CH:17]=2)=[C:14](Cl)[N:5]2[N:6]=[C:7]3[C:12]([CH:11]=[C:10]([F:13])[CH:9]=[CH:8]3)=[C:4]2[N:3]=1.[CH3:23][NH2:24]>O1CCCC1.CN(C)C=O>[Cl:1][C:2]1[C:15]([C:16]2[CH:21]=[CH:20][CH:19]=[CH:18][CH:17]=2)=[C:14]([CH2:23][NH2:24])[N:5]2[N:6]=[C:7]3[C:12]([CH:11]=[C:10]([F:13])[CH:9]=[CH:8]3)=[C:4]2[N:3]=1. Procedure details: 2 g (7.5 mmol) 2,4-Dichloro-9-fluoro-3-phenylpyrimido[1,2-b]indazole (intermediate example Int-1-0, step 2) and 7.5 mL (15 mmol) of a 2M solution of methylamine in tetrahydrofuran were dissolved in 16.8 mL N,N-dimethylformamide and heated in the microwave for 20′ at 100° C. The solvent was evaporated and the residue was purified by chromatography on silicagel (eluents: dichloromethane/methanol) yielding 960 mg (46.4%) of the desired compound.